From a dataset of the Open Reaction Database (ORD), a public repository of structured organic reaction records. describe an organic reaction: reactants, conditions, products, and yield Reactants: C1CCOC1, CC(C)N1CCC(CO)CC1, Cn1c(C(=O)c2ccc(Cl)cc2)cnc1Cl, [H-], [Na+], O. Yields the product CC(C)N1CCC(COc2ncc(C(=O)c3ccc(Cl)cc3)n2C)CC1. Reaction SMILES: [CH2:31]1[O:32][CH2:33][CH2:34][CH2:35]1.[CH:3]([CH3:4])([CH3:5])[N:6]1[CH2:7][CH2:8][CH:9]([CH2:12][OH:13])[CH2:10][CH2:11]1.[Cl:14][c:15]1[n:16][cH:17][c:18]([C:21](=[O:22])[c:23]2[cH:24][cH:25][c:26]([Cl:29])[cH:27][cH:28]2)[n:19]1[CH3:20].[H-:2].[Na+:1].[OH2:30]>>[CH:3]([CH3:4])([CH3:5])[N:6]1[CH2:7][CH2:8][CH:9]([CH2:12][O:13][c:15]2[n:16][cH:17][c:18]([C:21](=[O:22])[c:23]3[cH:24][cH:25][c:26]([Cl:29])[cH:27][cH:28]3)[n:19]2[CH3:20])[CH2:10][CH2:11]1. Starting materials: BrC=1C=C(C=CC1OC)CC#N (2-(3-bromo-4-methoxyphenyl)acetonitrile), BrCCOCCBr (1-bromo-2-(2-bromoethoxy)ethane), CC(C)([O-])C.[Na+] (sodium tert-butoxide). Solvent: CCOCC (ether), CN1CCCC1=O (NMP). Run at temperature 0 celsius. The product is BrC=1C=C(C=CC1OC)C1(CCOCC1)C#N (4-(3-Bromo-4-methoxyphenyl)-tetrahydro-2H-pyran-4-carbonitrile). The yield is 62.5%. RXN SMILES: CC(C)([O-])C.[Na+].[Br:7][C:8]1[CH:9]=[C:10]([CH2:16][C:17]#[N:18])[CH:11]=[CH:12][C:13]=1[O:14][CH3:15].Br[CH2:20][CH2:21][O:22][CH2:23][CH2:24]Br>CN1C(=O)CCC1.CCOCC>[Br:7][C:8]1[CH:9]=[C:10]([C:16]2([C:17]#[N:18])[CH2:24][CH2:23][O:22][CH2:21][CH2:20]2)[CH:11]=[CH:12][C:13]=1[O:14][CH3:15] |f:0.1|. Procedure details: A mixture of sodium tert-butoxide (6.7 g, 70 mmol) in 100 mL NMP stirred at 0° C. was treated dropwise with a mixture of 2-(3-bromo-4-methoxyphenyl)acetonitrile (6.3 g, 28 mmol) and 1-bromo-2-(2-bromoethoxy)ethane (6.5 g, 28 mmol) in 30 mL ether. The mixture was allowed to warm to room temperature and was stirred for 3 hours, M+Na=318/320. The mixture was quenched with 100 mL H2O carefully and the pH was adjusted to 5. The mixture was extracted with ether (3×100 mL). The combined organic layers ... Yield: 77.3%. Conditions: time 8 hour. Yields the product BrC=1C2=C(C(=NC1)OC)C(=NN2C2CCCC2)C2=CC=C(C=C2)S(=O)(=O)N (4-(7-bromo-1-cyclopentyl-4-methoxy-1H-pyrazolo[4,3-c]pyridin-3-yl)benzenesulfonamide). Reactants: C1(CCCC1)N1N=C(C=2C(=NC=CC21)OC)C2=CC=C(C=C2)S(=O)(=O)N (4-(1-cyclopentyl-4-methoxy-1H-pyrazolo[4,3-c]pyridin-3-yl)benzenesulfonamide), C1CC(=O)N(C1=O)Br (NBS), S(=S)(=O)([O-])[O-].[Na+].[Na+] (sodium thiosulfate). Run in CN(C)C=O (DMF). Reaction SMILES: [CH:1]1([N:6]2[C:14]3[CH:13]=[CH:12][N:11]=[C:10]([O:15][CH3:16])[C:9]=3[C:8]([C:17]3[CH:22]=[CH:21][C:20]([S:23]([NH2:26])(=[O:25])=[O:24])=[CH:19][CH:18]=3)=[N:7]2)[CH2:5][CH2:4][CH2:3][CH2:2]1.C1C(=O)N([Br:34])C(=O)C1.S([O-])([O-])(=O)=S.[Na+].[Na+]>CN(C=O)C>[Br:34][C:13]1[C:14]2[N:6]([CH:1]3[CH2:2][CH2:3][CH2:4][CH2:5]3)[N:7]=[C:8]([C:17]3[CH:22]=[CH:21][C:20]([S:23]([NH2:26])(=[O:24])=[O:25])=[CH:19][CH:18]=3)[C:9]=2[C:10]([O:15][CH3:16])=[N:11][CH:12]=1 |f:2.3.4|. Procedure details: To a solution of 4-(1-cyclopentyl-4-methoxy-1H-pyrazolo[4,3-c]pyridin-3-yl)benzenesulfonamide (72.4 mg) obtained in Step A of Example 92 in DMF (5 mL) was added NBS (38.1 mg) at 0° C., and the mixture was stirred overnight at room temperature. To the reaction mixture was added saturated aqueous sodium thiosulfate solution, and the mixture was extracted with ethyl acetate. The organic layer was washed successively with water and saturated brine, dried over anhydrous sodium sulfate, and concentrat...